From a dataset of the Open Reaction Database (ORD), a public repository of structured organic reaction records. describe an organic reaction: reactants, conditions, products, and yield Starting materials: N[C@@H]1CC[C@H](CC1)N (trans-1,4-diaminocyclohexane), ClC1=NC(=C2N=CN(C2=N1)C1COCC1)NCC1=CC=CC=C1 (2-chloro-N-(phenylmethyl)-9-(tetrahydro-3-furanyl)-9H-purin-6-amine), C(C)(=O)OCC (ethyl acetate). Run in O (water). Conditions: time 5 hour. Product: Cl.Cl.NC1CCC(CC1)NC1=NC(=C2N=CN(C2=N1)C1COCC1)NCC1=CC=CC=C1 (N2-(4-aminocyclo-hexyl)-N6-(phenyl-methyl)-9-(tetrahydro-3-furanyl)-9H-purine-2,6-diamine dihydrochloride). The yield is 101.2%. Reaction SMILES: [NH2:1][C@H:2]1[CH2:7][CH2:6][C@H:5]([NH2:8])[CH2:4][CH2:3]1.[Cl:9][C:10]1[N:18]=[C:17]2[C:13]([N:14]=[CH:15][N:16]2[CH:19]2[CH2:23][CH2:22][O:21][CH2:20]2)=[C:12]([NH:24][CH2:25][C:26]2[CH:31]=[CH:30][CH:29]=[CH:28][CH:27]=2)[N:11]=1.C(OCC)(=O)C>O>[ClH:9].[ClH:9].[NH2:1][CH:2]1[CH2:7][CH2:6][CH:5]([NH:8][C:10]2[N:18]=[C:17]3[C:13]([N:14]=[CH:15][N:16]3[CH:19]3[CH2:23][CH2:22][O:21][CH2:20]3)=[C:12]([NH:24][CH2:25][C:26]3[CH:31]=[CH:30][CH:29]=[CH:28][CH:27]=3)[N:11]=2)[CH2:4][CH2:3]1 |f:4.5.6|. Procedure: 656 mg of trans-1,4-diaminocyclohexane and 133 mg of the product obtained in Stage 2 above are mixed together and the reaction medium is taken to a temperature of 130 to 150° C. for approximately 5 hours then left overnight at ambient temperature. Then the reaction medium is taken up in 10 ml of water and 20 ml of ethyl acetate and left to settle, followed by re-extracting with 2×5 ml of ethyl acetate, washing with 10 ml of water and 10 ml of saturated aqueous solution of sodium chloride, drying... The reactants are CCOC(C)=O, ClCCl, COc1ccc(COc2cccc(OCC3CC3)c2-c2cc(SC)c(C(=O)OC(C)(C)C)c(N)n2)cc1, O=C(OO)c1cccc(Cl)c1. Product: COc1ccc(COc2cccc(OCC3CC3)c2-c2cc(S(C)=O)c(C(=O)OC(C)(C)C)c(N)n2)cc1. As a reaction SMILES: [CH3:49][CH2:50][O:51][C:52](=[O:53])[CH3:54].[Cl:55][CH2:56][Cl:57].[NH2:1][c:2]1[c:3]([C:4](=[O:5])[O:6][C:7]([CH3:8])([CH3:9])[CH3:10])[c:11]([S:36][CH3:37])[cH:12][c:13](-[c:15]2[c:16]([O:31][CH2:32][CH:33]3[CH2:34][CH2:35]3)[cH:17][cH:18][cH:19][c:20]2[O:21][CH2:22][c:23]2[cH:24][cH:25][c:26]([O:29][CH3:30])[cH:27][cH:28]2)[n:14]1.[OH:38][O:39][C:40]([c:41]1[cH:42][c:43]([Cl:44])[cH:45][cH:46][cH:47]1)=[O:48]>>[NH2:1][c:2]1[c:3]([C:4](=[O:5])[O:6][C:7]([CH3:8])([CH3:9])[CH3:10])[c:11]([S:36]([CH3:37])=[O:38])[cH:12][c:13](-[c:15]2[c:16]([O:31][CH2:32][CH:33]3[CH2:34][CH2:35]3)[cH:17][cH:18][cH:19][c:20]2[O:21][CH2:22][c:23]2[cH:24][cH:25][c:26]([O:29][CH3:30])[cH:27][cH:28]2)[n:14]1.